Dataset: the Open Reaction Database (ORD), a public repository of structured organic reaction records. Task: describe an organic reaction: reactants, conditions, products, and yield Reactants: P(OC1=CC=CC=C1)(OC1=CC=CC=C1)[O-] (diphenyl phosphite), N1C=NC=C1 (imidazole), ClC1=C(C=CC=C1)C(O)(C1=CC=CC=C1)C1=CC=CC=C1 (o-chlorophenyldiphenylmethanol), [OH-].[Na+] (sodium hydroxide), resultant mixture. Run in C(C(C)C)C(=O)C (methyl isobutyl ketone). The product is ClC1=C(C=CC=C1)C(N1C=NC=C1)(C1=CC=CC=C1)C1=CC=CC=C1 (1-(o-chlorophenyldiphenylmethyl)imidazole). Yield: 76.8%. RXN SMILES: P([O-])(OC1C=CC=CC=1)OC1C=CC=CC=1.[NH:17]1[CH:21]=[CH:20][N:19]=[CH:18]1.[Cl:22][C:23]1[CH:28]=[CH:27][CH:26]=[CH:25][C:24]=1[C:29]([C:37]1[CH:42]=[CH:41][CH:40]=[CH:39][CH:38]=1)([C:31]1[CH:36]=[CH:35][CH:34]=[CH:33][CH:32]=1)O.[OH-].[Na+]>C(C(C)=O)C(C)C>[Cl:22][C:23]1[CH:28]=[CH:27][CH:26]=[CH:25][C:24]=1[C:29]([C:31]1[CH:32]=[CH:33][CH:34]=[CH:35][CH:36]=1)([C:37]1[CH:42]=[CH:41][CH:40]=[CH:39][CH:38]=1)[N:17]1[CH:21]=[CH:20][N:19]=[CH:18]1 |f:3.4|. Procedure details: A mixture of methyl isobutyl ketone (150 ml), diphenyl phosphite (32.8 g), imidazole (13.6 g) and o-chlorophenyldiphenylmethanol (29.5 g) obtained in Example 1 (A) was refluxed for 4 hours. A 10% aqueous sodium hydroxide solution (250 ml) was added thereto and the resultant mixture was refluxed for 1 hour. After cooling to room temperature, the organic layer was separated, washed with water, and evaporated to give a crystalline mass. Recrystallization from methyl isobutyl ketone gave 26.5 g of 1...